Dataset: the Open Reaction Database (ORD), a public repository of structured organic reaction records. Task: describe an organic reaction: reactants, conditions, products, and yield The reactants are C(C)(=O)NC1=CC=C(CC2=NC=3N(C(NC(C3N2COC(C(C)(C)C)=O)=O)=O)CCCC)C=C1 (2,2-dimethyl-propionic acid 8-(4-acetylamino-benzyl)-3-butyl-2,6-dioxo-1,2,3,6-tetrahydro-purin-7-ylmethyl ester), N12CCCCCC2=NCCC1 (1,8-diazabicyclo[5.4.0]undec-7-ene), BrCC1=C(C=CC(=C1)[N+](=O)[O-])F (2-bromomethyl-1-fluoro-4-nitro-benzene), N12CCCCCC2=NCCC1 (1,8-diazabicyclo[5.4.0]undec-7-ene), C(C)(=O)OCC (ethyl acetate). The solvent is C(C)#N (acetonitrile). Reaction conditions: temperature 50 celsius, time 18 hour. The product is ethyl acetate petroleum ether, C(C)(=O)NC1=CC=C(CC2=NC=3N(C(N(C(C3N2COC(C(C)(C)C)=O)=O)CC2=C(C=CC(=C2)[N+](=O)[O-])F)=O)CCCC)C=C1 (2,2-dimethyl-propionic acid 8-(4-acetylamino-benzyl)-3-butyl-1-(2-fluoro-5-nitro-benzyl)-2,6-dioxo-1,2,3,6-tetrahydro-purin-7-ylmethyl ester). Isolated yield 33.1%. Reaction SMILES: [C:1]([NH:4][C:5]1[CH:34]=[CH:33][C:8]([CH2:9][C:10]2[N:18]([CH2:19][O:20][C:21](=[O:26])[C:22]([CH3:25])([CH3:24])[CH3:23])[C:17]3[C:16](=[O:27])[NH:15][C:14](=[O:28])[N:13]([CH2:29][CH2:30][CH2:31][CH3:32])[C:12]=3[N:11]=2)=[CH:7][CH:6]=1)(=[O:3])[CH3:2].N12CCCN=C1CCCCC2.Br[CH2:47][C:48]1[CH:53]=[C:52]([N+:54]([O-:56])=[O:55])[CH:51]=[CH:50][C:49]=1[F:57].C(OCC)(=O)C>C(#N)C>[C:1]([NH:4][C:5]1[CH:34]=[CH:33][C:8]([CH2:9][C:10]2[N:18]([CH2:19][O:20][C:21](=[O:26])[C:22]([CH3:24])([CH3:25])[CH3:23])[C:17]3[C:16](=[O:27])[N:15]([CH2:47][C:48]4[CH:53]=[C:52]([N+:54]([O-:56])=[O:55])[CH:51]=[CH:50][C:49]=4[F:57])[C:14](=[O:28])[N:13]([CH2:29][CH2:30][CH2:31][CH3:32])[C:12]=3[N:11]=2)=[CH:7][CH:6]=1)(=[O:3])[CH3:2]. Procedure details: A solution of 2,2-dimethyl-propionic acid 8-(4-acetylamino-benzyl)-3-butyl-2,6-dioxo-1,2,3,6-tetrahydro-purin-7-ylmethyl ester (104 mg, 0.22 mmol) in acetonitrile (2.0 mL) was treated with 1,8-diazabicyclo[5.4.0]undec-7-ene (0.03 mL, 0.24 mmol) and 2-bromomethyl-1-fluoro-4-nitro-benzene (56.6 mg, 0.24 mmol). The resulting solution was heated to 50° C. for 6 h. At this time, another portion of 1,8-diazabicyclo[5.4.0]undec-7-ene (0.03 mL, 0.24 mmol) was added. The reaction was stirred at 25° C. fo... Starting materials: CCOC(C)=O, C=CCCCC1CC(OS(=O)(=O)C(F)(F)F)CC(OC)(C2CSC(=O)N2Cc2ccc(OC)cc2)O1, [N-]=[N+]=[N-], [Na+], CN(C)C=O. The product is C=CCCCC1CC(N=[N+]=[N-])CC(OC)(C2CSC(=O)N2Cc2ccc(OC)cc2)O1. As a reaction SMILES: [CH3:46][CH2:47][O:48][C:49](=[O:50])[CH3:51].[F:1][C:2]([F:3])([F:4])[S:5]([O:6][CH:7]1[CH2:8][C:9]([CH:18]2[N:19]([CH2:24][c:25]3[cH:26][cH:27][c:28]([O:31][CH3:32])[cH:29][cH:30]3)[C:20](=[O:23])[S:21][CH2:22]2)([O:33][CH3:34])[O:10][CH:11]([CH2:13][CH2:14][CH2:15][CH:16]=[CH2:17])[CH2:12]1)(=[O:35])=[O:36].[N-:38]=[N+:39]=[N-:40].[Na+:37].[O:41]=[CH:42][N:43]([CH3:44])[CH3:45]>>[CH:7]1([N:38]=[N+:39]=[N-:40])[CH2:8][C:9]([CH:18]2[N:19]([CH2:24][c:25]3[cH:26][cH:27][c:28]([O:31][CH3:32])[cH:29][cH:30]3)[C:20](=[O:23])[S:21][CH2:22]2)([O:33][CH3:34])[O:10][CH:11]([CH2:13][CH2:14][CH2:15][CH:16]=[CH2:17])[CH2:12]1. Reactants: CCO, CC(C)O, ClC(Cl)Cl, ClCc1ccccc1, Cl, [K+], [OH-], O, O=C(O)C1CCCN1. Product: Cl, O=C(O)C1CCCN1Cc1ccccc1. RXN SMILES: [CH3:25][CH2:26][OH:27].[CH:20]([OH:21])([CH3:22])[CH3:23].[CH:28]([Cl:29])([Cl:30])[Cl:31].[Cl:11][CH2:12][c:13]1[cH:14][cH:15][cH:16][cH:17][cH:18]1.[ClH:19].[K+:10].[OH-:9].[OH2:24].[OH:1][C:2](=[O:3])[CH:4]1[CH2:5][CH2:6][CH2:7][NH:8]1>>[ClH:11].[OH:1][C:2](=[O:3])[CH:4]1[CH2:5][CH2:6][CH2:7][N:8]1[CH2:12][c:13]1[cH:14][cH:15][cH:16][cH:17][cH:18]1. Yields the product NC1=C(C(CN)C)C=CC=C1 (2-Amino-β-methylphenethylamine). RXN SMILES: [CH3:1][C:2]1[C:11]2[C:6](=[CH:7][CH:8]=[CH:9][CH:10]=2)[N:5]=[N:4][CH:3]=1>CO.[Ni]>[NH2:5][C:6]1[CH:7]=[CH:8][CH:9]=[CH:10][C:11]=1[CH:2]([CH3:1])[CH2:3][NH2:4]. The reagents and catalysts are [Ni] (Raney nickel). The reactants are CC1=CN=NC2=CC=CC=C12 (4-methyl-cinnoline). Procedure: Reduction of 4-methyl-cinnoline (10 g, 69.5 mmol) in methanol (100 mL), using Raney nickel (3 g). The catalyst was removed and washed with methanol. The filtrate was treated with an excess of HCl in isopropanol; ether was then added and the solution cooled. The precipitate was filtered and dried; 9.4 g (60%). The solvent is CO (methanol). The reactants are CN(C)CCCCCCCCCCCC (N,N-dimethyldodecylamine), Cl (hydrochloric acid), Cl (hydrochloric acid). The solvent is O (water). Conditions: time 8 hour. Yields the product Cl.C[NH+](C)CCCCCCCCCCCC (N,N-dimethyldodecylammonium hydrochloride). As a reaction SMILES: [CH3:1][N:2]([CH2:4][CH2:5][CH2:6][CH2:7][CH2:8][CH2:9][CH2:10][CH2:11][CH2:12][CH2:13][CH2:14][CH3:15])[CH3:3].[ClH:16]>O>[ClH:16].[CH3:3][NH+:2]([CH2:4][CH2:5][CH2:6][CH2:7][CH2:8][CH2:9][CH2:10][CH2:11][CH2:12][CH2:13][CH2:14][CH3:15])[CH3:1] |f:3.4|. Procedure details: 43.3 g (0.2 mol) of N,N-dimethyldodecylamine were added in portions with stirring to 30.0 g (0.3 mol) of concentrated hydrochloric acid (37 wt. %). After the exothermic reaction (up to approx. 35° C.), the highly viscous mixture was diluted with 25 ml of concentrated hydrochloric acid and 25 ml of water and stirred overnight. The aqueous phase was then extracted with 100 ml of methylene chloride, the organic phase was washed once with 50 ml of water, dried with sodium sulfate and the solvent was...